Dataset: the Open Reaction Database (ORD), a public repository of structured organic reaction records. Task: describe an organic reaction: reactants, conditions, products, and yield Starting materials: CCOc1cc(CN2CCC(N)CC2)ccc1OC, Clc1ccc(-c2nc3ccccc3[nH]2)cn1, OCCO. Product: CCOc1cc(CN2CCC(Nc3ccc(-c4nc5ccccc5[nH]4)cn3)CC2)ccc1OC. As a reaction SMILES: [CH2:17]([CH3:18])[O:19][c:20]1[cH:21][c:22]([CH2:23][N:24]2[CH2:25][CH2:26][CH:27]([NH2:30])[CH2:28][CH2:29]2)[cH:31][cH:32][c:33]1[O:34][CH3:35].[Cl:1][c:2]1[cH:3][cH:4][c:5](-[c:8]2[n:9][c:10]3[c:11]([nH:12]2)[cH:13][cH:14][cH:15][cH:16]3)[cH:6][n:7]1.[OH:36][CH2:37][CH2:38][OH:39]>>[c:2]1([NH:30][CH:27]2[CH2:26][CH2:25][N:24]([CH2:23][c:22]3[cH:21][c:20]([O:19][CH2:17][CH3:18])[c:33]([O:34][CH3:35])[cH:32][cH:31]3)[CH2:29][CH2:28]2)[cH:3][cH:4][c:5](-[c:8]2[nH:9][c:10]3[c:11]([n:12]2)[cH:13][cH:14][cH:15][cH:16]3)[cH:6][n:7]1.